Dataset: the Open Reaction Database (ORD), a public repository of structured organic reaction records. Task: describe an organic reaction: reactants, conditions, products, and yield The reactants are C(C)OC1=C2C(=C(C=3C(N(CC13)C1=C(C=C(C=C1F)CC(=O)OCC)F)=O)OCC)C=CC=C2 (ethyl {4-[4,9-bis(ethyloxy)-1-oxo-1,3-dihydro-2H-benzo[f]isoindol-2-yl]-3,5-difluorophenyl}acetate), C(C)(=O)O (acetic acid), Cl (hydrochloric acid). Run in O (water). Reaction conditions: temperature 100 celsius. The product is C(C)OC1=C2C(=C(C=3C(N(CC13)C1=C(C=C(C=C1F)CC(=O)O)F)=O)OCC)C=CC=C2 ({4-[4,9-Bis(ethyloxy)-1-oxo-1,3-dihydro-2H-benzo[f]isoindol-2-yl]-3,5-difluorophenyl}acetic acid). The yield is 41.7%. RXN SMILES: [CH2:1]([O:3][C:4]1[C:12]2[CH2:11][N:10]([C:13]3[C:18]([F:19])=[CH:17][C:16]([CH2:20][C:21]([O:23]CC)=[O:22])=[CH:15][C:14]=3[F:26])[C:9](=[O:27])[C:8]=2[C:7]([O:28][CH2:29][CH3:30])=[C:6]2[CH:31]=[CH:32][CH:33]=[CH:34][C:5]=12)[CH3:2].C(O)(=O)C.Cl>O>[CH2:1]([O:3][C:4]1[C:12]2[CH2:11][N:10]([C:13]3[C:18]([F:19])=[CH:17][C:16]([CH2:20][C:21]([OH:23])=[O:22])=[CH:15][C:14]=3[F:26])[C:9](=[O:27])[C:8]=2[C:7]([O:28][CH2:29][CH3:30])=[C:6]2[CH:31]=[CH:32][CH:33]=[CH:34][C:5]=12)[CH3:2]. Reported procedure: To ethyl {4-[4,9-bis(ethyloxy)-1-oxo-1,3-dihydro-2H-benzo[f]isoindol-2-yl]-3,5-difluorophenyl}acetate (0.045 g, 0.096 mml) was added acetic acid (3 ml) and 2N hydrochloric acid (3 ml). This was heated to 100° C. for 1 hour. Heating was stopped and the reaction was cooled to room temperature, water added and the resulting yellow solid collected by filtration and dried in the vac oven. This was purified by MDAP (Shallow gradient). The clean fraction was evaporated down to give the title compound a... Starting materials: BrC1=C(C(=O)OC(C)C)C=C(C(=C1)Cl)NC(=O)NC1=C(CCC1)C(=O)OCC (isopropyl 2-bromo-4-chloro-5-{3-[2-(ethoxycarbonyl)-1-cyclopenten-1-yl]ureido}-benzoate), [Na] (sodium). The solvent is C(C)(C)O (isopropanol). Product: BrC1=C(C(=O)OC(C)C)C=C(C(=C1)Cl)N1C(NC2=C(C1=O)CCC2)=O (isopropyl 2-bromo-4-chloro-5-(1,2,4,5,6,7-hexahydro-2,4-dioxo-3H-cyclopenta[d]pyrimidin-3-yl)-benzoate). RXN SMILES: [Br:1][C:2]1[CH:13]=[C:12]([Cl:14])[C:11]([NH:15][C:16]([NH:18][C:19]2[CH2:23][CH2:22][CH2:21][C:20]=2[C:24]([O:26]CC)=O)=[O:17])=[CH:10][C:3]=1[C:4]([O:6][CH:7]([CH3:9])[CH3:8])=[O:5].[Na]>C(O)(C)C>[Br:1][C:2]1[CH:13]=[C:12]([Cl:14])[C:11]([N:15]2[C:24](=[O:26])[C:20]3[CH2:21][CH2:22][CH2:23][C:19]=3[NH:18][C:16]2=[O:17])=[CH:10][C:3]=1[C:4]([O:6][CH:7]([CH3:8])[CH3:9])=[O:5] |^1:28|. Reported procedure: using isopropyl 2-bromo-4-chloro-5-{3-[2-(ethoxycarbonyl)-1-cyclopenten-1-yl]ureido}-benzoate with sodium isopropylate in isopropanol there is obtained isopropyl 2-bromo-4-chloro-5-(1,2,4,5,6,7-hexahydro-2,4-dioxo-3H-cyclopenta[d]pyrimidin-3-yl)-benzoate, m.p. 208°-210° C., The reactants are ClCCl, O, O=S(=O)(O)O, CCCCCCCCCC(C)(O)c1ccsc1-c1cccs1. Product: CCCCCCCCCC1(C)c2ccsc2-c2sccc21. Reaction SMILES: [Cl:28][CH2:29][Cl:30].[OH2:31].[S:1](=[O:2])(=[O:3])([OH:4])[OH:5].[s:6]1[c:7](-[c:23]2[s:24][cH:25][cH:26][cH:27]2)[c:8]([C:11]([CH3:12])([CH2:13][CH2:14][CH2:15][CH2:16][CH2:17][CH2:18][CH2:19][CH2:20][CH3:21])[OH:22])[cH:9][cH:10]1>>[s:6]1[c:7]2[c:8]([cH:9][cH:10]1)[C:11]([CH3:12])([CH2:13][CH2:14][CH2:15][CH2:16][CH2:17][CH2:18][CH2:19][CH2:20][CH3:21])[c:27]1[c:23]-2[s:24][cH:25][cH:26]1.